This data is from the Open Reaction Database (ORD), a public repository of structured organic reaction records. The task is: describe an organic reaction: reactants, conditions, products, and yield The reactants are C(C)(=O)O[BH-](OC(C)=O)OC(C)=O.[Na+] (sodium triacetoxyborohydride), C(C)(=O)O (acetic acid), NC1=C(C=CC=C1)SCC(=O)OCC (Ethyl (2-aminophenyl)mercaptoacetate), C(C)(C)(C)OC(=O)N1CCC(CC1)=O (N-tert-butyloxycarbonylpiperidin-4-one), C([O-])(O)=O.[Na+] (sodium bicarbonate). Run in ClC(C)Cl (dichloroethane). Conditions: time 8 hour. Product: title compound, S1CC(NC2=C1C=CC=C2)=O (2H-1,4-benzothiazin-3(4H)-one). Yield: 39.4%. As a reaction SMILES: [NH2:1][C:2]1[CH:7]=[CH:6][CH:5]=[CH:4][C:3]=1[S:8][CH2:9][C:10]([O:12]CC)=O.C(OC(N1CCC(=O)CC1)=O)(C)(C)C.C(O)(=O)C.C(O[BH-](OC(=O)C)OC(=O)C)(=O)C.[Na+].C(=O)(O)[O-].[Na+]>ClC(Cl)C>[S:8]1[C:3]2[CH:4]=[CH:5][CH:6]=[CH:7][C:2]=2[NH:1][C:10](=[O:12])[CH2:9]1 |f:3.4,5.6|. Procedure: Ethyl (2-aminophenyl)mercaptoacetate (322 mg, 1.52 mmole), N-tert-butyloxycarbonylpiperidin-4-one (456 mg, 2.29 mmole), acetic acid (478 ml, 8.36 mmole), and sodium triacetoxyborohydride (966 mg, 4.56 mmole) were combined in 10 ml of dichloroethane at room temperature, protected from moisture and stirred overnight. Saturated sodium bicarbonate solution was added and the reaction mixture was extracted with ethyl acetate. The combined extracts were washed with sodium bicarbonate solution and brine... Yield: 76.7%. The product is C(C)(C)(C)OC(=O)NC(CC=1SC(=CC1)NC(=S)NC(C1=CC=CC=C1)=O)C(=O)OCC (Ethyl N-(tert-butoxycarbonyl)-3-(5-(3-benzoylthioureido)-2-thienyl)-DL-alaninate). Run in CC(=O)C (acetone). Reaction SMILES: [C:1]([O:5][C:6]([NH:8][CH:9]([C:17]([O:19][CH2:20][CH3:21])=[O:18])[CH2:10][C:11]1[S:12][C:13]([NH2:16])=[CH:14][CH:15]=1)=[O:7])([CH3:4])([CH3:3])[CH3:2].[C:22]([N:30]=[C:31]=[S:32])(=[O:29])[C:23]1[CH:28]=[CH:27][CH:26]=[CH:25][CH:24]=1>CC(C)=O>[C:1]([O:5][C:6]([NH:8][CH:9]([C:17]([O:19][CH2:20][CH3:21])=[O:18])[CH2:10][C:11]1[S:12][C:13]([NH:16][C:31]([NH:30][C:22](=[O:29])[C:23]2[CH:24]=[CH:25][CH:26]=[CH:27][CH:28]=2)=[S:32])=[CH:14][CH:15]=1)=[O:7])([CH3:3])([CH3:4])[CH3:2]. The reactants are C(C)(C)(C)OC(=O)NC(CC=1SC(=CC1)N)C(=O)OCC (Ethyl N-(tert-butoxycarbonyl)-3-(5-amino-2-thienyl)-DL-alaninate), C(C1=CC=CC=C1)(=O)N=C=S (benzoyl isothiocyanate). Procedure: To a stirred solution of Ethyl N-(tert-butoxycarbonyl)-3-(5-amino-2-thienyl)-DL-alaninate (4.21 g, 13.4 mmol) in acetone (75 ml) at 0° C. was added benzoyl isothiocyanate (2.55 g 15.6 mmol). The mixture was stirred for 5 minutes at 0° C., warmed to room temperature and stirred for 2 hours. The solvent was removed at reduced pressure and the resulting oil dissolved in ethyl acetate, washed with 1N aqueous hydrochloric acid, brine and dried over magnesium sulphate. The solvent was removed at reduc... Reaction conditions: temperature 0 celsius, time 5 minute. Reactants: ClC=1C(=NC=C(C1)C(F)(F)F)C(CNC(OC(C)(C)C)=O)CC (tert-butyl 2-[3-chloro-5-(trifluoromethyl)-2-pyridinyl]butylcarbamate), FC(C(=O)O)(F)F (trifluoroacetic acid). Run in ClCCl (dichloromethane). Product: Cl.ClC=1C(=NC=C(C1)C(F)(F)F)C(CN)CC (2-[3-chloro-5-(trifluoromethyl)-2-pyridinyl]-1-butanamine hydrochloride). RXN SMILES: [Cl:1][C:2]1[C:3]([CH:12]([CH2:22][CH3:23])[CH2:13][NH:14]C(=O)OC(C)(C)C)=[N:4][CH:5]=[C:6]([C:8]([F:11])([F:10])[F:9])[CH:7]=1.FC(F)(F)C(O)=O>ClCCl>[ClH:1].[Cl:1][C:2]1[C:3]([CH:12]([CH2:22][CH3:23])[CH2:13][NH2:14])=[N:4][CH:5]=[C:6]([C:8]([F:11])([F:9])[F:10])[CH:7]=1 |f:3.4|. Reported procedure: 146 g of tert-butyl 2-[3-chloro-5-(trifluoromethyl)-2-pyridinyl]butylcarbamate (0.414 mol) are dissolved in 2 L of dichloromethane. 190 mL of trifluoroacetic acid are added dropwise. The reaction mixture is stirred at room temperature for twelve hours, concentrated to dryness and diluted in 300 mL of hydrochloric acid 2M.